From a dataset of the Open Reaction Database (ORD), a public repository of structured organic reaction records. describe an organic reaction: reactants, conditions, products, and yield The reactants are ClC1=C(C=CC=C1)C1=NCC=2N(C3=C1C=C(S3)CC)C=NN2 (4-(2-Chlorophenyl)-2-ethyl-6H-thieno[3,2-f] [1,2,4]triazolo[4,3-a] [1,4]diazepine), BrBr (bromine). The solvent is ClC(C)Cl (dichloroethane). Conditions: time 8 hour. Yields the product BrC1=NN=C2N1C1=C(C(=NC2)C2=C(C=CC=C2)Cl)C=C(S1)CC (9-bromo-4-(2-chlorophenyl)-2-ethyl-6H-thieno[3,2-f] [1,2,4]triazolo[4,3-a] [1,4]diazepine). RXN SMILES: [Cl:1][C:2]1[CH:7]=[CH:6][CH:5]=[CH:4][C:3]=1[C:8]1[C:14]2[CH:15]=[C:16]([CH2:18][CH3:19])[S:17][C:13]=2[N:12]2[CH:20]=[N:21][N:22]=[C:11]2[CH2:10][N:9]=1.[Br:23]Br>ClC(Cl)C>[Br:23][C:20]1[N:12]2[C:13]3[S:17][C:16]([CH2:18][CH3:19])=[CH:15][C:14]=3[C:8]([C:3]3[CH:4]=[CH:5][CH:6]=[CH:7][C:2]=3[Cl:1])=[N:9][CH2:10][C:11]2=[N:22][N:21]=1. Reported procedure: 4-(2-Chlorophenyl)-2-ethyl-6H-thieno[3,2-f] [1,2,4]triazolo[4,3-a] [1,4]diazepine (10 g) was dissolved in dichloroethane (100 ml), and bromine (1.7 ml) was added under ice-cooling. The mixture was heated to room temperature, and allowed to stand overnight. The solvent was evaporated, and chloroform was added. The mixture was washed with an aqueous sodium thiosulfate solution, a saturated aqueous sodium hydrogencarbonate solution and brine, and dried over magnesium sulfate. The solvent was evapor... The reactants are OBO, CC(C)(C)OC(=O)Nc1ccc(I)cc1[N+](=O)[O-], Fc1cccc(F)c1. Product: CC(C)(C)OC(=O)Nc1ccc(-c2ccc(F)cc2F)cc1[N+](=O)[O-]. As a reaction SMILES: [BH:19]([OH:20])[OH:21].[C:1]([CH3:2])([CH3:3])([CH3:4])[O:5][C:6]([NH:7][c:8]1[c:9]([N+:15](=[O:16])[O-:17])[cH:10][c:11]([I:14])[cH:12][cH:13]1)=[O:18].[F:22][c:23]1[cH:24][cH:25][cH:26][c:27]([F:29])[cH:28]1>>[C:1]([CH3:2])([CH3:3])([CH3:4])[O:5][C:6]([NH:7][c:8]1[c:9]([N+:15](=[O:16])[O-:17])[cH:10][c:11](-[c:26]2[cH:25][cH:24][c:23]([F:22])[cH:28][c:27]2[F:29])[cH:12][cH:13]1)=[O:18]. Starting materials: BrC1=COC=C1 (3-bromofuran), C(CCC)[Sn](CCCC)(CCCC)Cl (tributyltin chloride), solution, C(CCC)[Li] (n-butyllithium), O1CCCC1 (tetrahydrofuran). The solvent is CCCCCC (hexane). Conditions: temperature -60 celsius, time 15 minute. The product is O1C=C(C=C1)[Sn](CCCC)(CCCC)CCCC ((3-furanyl)tributylstannane). RXN SMILES: C([Li])CCC.[O:6]1[CH2:10][CH2:9][CH2:8][CH2:7]1.BrC1C=COC=1.[CH2:17]([Sn:21](Cl)([CH2:26][CH2:27][CH2:28][CH3:29])[CH2:22][CH2:23][CH2:24][CH3:25])[CH2:18][CH2:19][CH3:20]>CCCCCC>[O:6]1[CH:10]=[CH:9][C:8]([Sn:21]([CH2:22][CH2:23][CH2:24][CH3:25])([CH2:26][CH2:27][CH2:28][CH3:29])[CH2:17][CH2:18][CH2:19][CH3:20])=[CH:7]1. Procedure: 69.5 ml of a 1.6 molar solution of n-butyllithium in hexane are mixed with 60 ml of absolute tetrahydrofuran. The mixture is cooled to -60° C. and 10 ml of 3-bromofuran are added dropwise at such a rate that the internal temperature does not exceed -50° C.. When the addition is complete, the whole is stirred for 15 minutes at -60° C. and then 33.2 ml of tributyltin chloride are added dropwise, during the course of which the internal temperature is not allowed to exceed -50° C.. When the addition... Reactants: [C@@H]12CC(C[C@H]2O1)C(=O)OC (Methyl (1S,5R)-6-oxabicyclo[3.1.0]hexane-3-carboxylate), O (water), [Na+].[Cl-] (NaCl). Reagents/catalysts: S([O-])(O)(=O)=O.C(CCC)[N+](CCCC)(CCCC)CCCC (tetrabutylammonium bisulfate). The solvent is C1CCOC1 (THF). Run at time 48 hour. Yields the product O[C@@H]1CC(C[C@H]1O)C(=O)OC (Methyl (3R,4R)-3,4-dihydroxycyclopentanecarboxylate). RXN SMILES: [C@@H:1]12[O:6][C@@H:5]1[CH2:4][CH:3]([C:7]([O:9][CH3:10])=[O:8])[CH2:2]2.[OH2:11].[Na+].[Cl-]>S(=O)(=O)(O)[O-].C([N+](CCCC)(CCCC)CCCC)CCC.C1COCC1>[OH:6][C@H:1]1[C@H:5]([OH:11])[CH2:4][CH:3]([C:7]([O:9][CH3:10])=[O:8])[CH2:2]1 |f:2.3,4.5|. Reported procedure: Methyl (1S,5R)-6-oxabicyclo[3.1.0]hexane-3-carboxylate (8 g, 56.3 mmol) and tetrabutylammonium bisulfate (1.911 g, 5.63 mmol) were suspended in THF (5 ml) and water (75 ml) and allowed to stir for 48 hrs. Added solid NaCl and extracted with three 250 ml portions of EtOAc. Added 100 ml Hexane washed with brine and dryed over sodium sulfate. Silca gel chromatography on a 50 g Biotage SNAP cartridge with 40-60% acetone-hexane to give title product as a clear oil. 1H NMR (500 MHz, CDCl3) δ 1.89-2.03... Starting materials: COC1=CC=C(CN2N=CC(=C2)C=2N=C(SC2C)NC2=NC(=CC=C2)I)C=C1 (N-(4-(1-(4-methoxybenzyl)-1H-pyrazol-4-yl)-5-methylthiazol-2-yl)-6-iodopyridin-2-amine), C(=O)([O-])[O-].[Na+].[Na+] (Na2CO3). Run in C(=O)(C(F)(F)F)O (TFA). Product: IC1=CC=CC(=N1)NC=1SC(=C(N1)C=1C=NNC1)C (N-(6-iodopyridin-2-yl)-5-methyl-4-(1H-pyrazol-4-yl)thiazol-2-amine). The yield is 33.7%. Reaction SMILES: COC1C=CC(C[N:8]2[CH:12]=[C:11]([C:13]3[N:14]=[C:15]([NH:19][C:20]4[CH:25]=[CH:24][CH:23]=[C:22]([I:26])[N:21]=4)[S:16][C:17]=3[CH3:18])[CH:10]=[N:9]2)=CC=1.C([O-])([O-])=O.[Na+].[Na+]>C(O)(C(F)(F)F)=O>[I:26][C:22]1[N:21]=[C:20]([NH:19][C:15]2[S:16][C:17]([CH3:18])=[C:13]([C:11]3[CH:12]=[N:8][NH:9][CH:10]=3)[N:14]=2)[CH:25]=[CH:24][CH:23]=1 |f:1.2.3|. Procedure: According to Scheme 2 Step 5: A solution of N-(4-(1-(4-methoxybenzyl)-1H-pyrazol-4-yl)-5-methylthiazol-2-yl)-6-iodopyridin-2-amine (0.27 mmol, 136 mg) in TFA (1.4 mL) was microwaved for 5 minutes at 140° C. The reaction mixture was neutralized with a saturated solution of Na2CO3 and the aqueous phase was extracted with DCM. The organic phase was dried over MgSO4, was filtered and was concentrated. The resulting crude product was purified by flash chromatography over silica gel using DCM/MeOH (10... As a reaction SMILES: [Br:10][c:11]1[cH:12][cH:13][c:14]([CH:15]=[O:16])[cH:17][cH:18]1.[CH3:19][CH2:20][OH:21].[Cl:1][c:2]1[cH:3][cH:4][c:5]([NH:8][OH:9])[cH:6][cH:7]1>>[Cl:1][c:2]1[cH:3][cH:4][c:5]([N+:8]([O-:9])=[CH:15][c:14]2[cH:13][cH:12][c:11]([Br:10])[cH:18][cH:17]2)[cH:6][cH:7]1. The product is [O-][N+](=Cc1ccc(Br)cc1)c1ccc(Cl)cc1. Starting materials: O=Cc1ccc(Br)cc1, CCO, ONc1ccc(Cl)cc1. Starting materials: CCO, COC(=O)C(C)Oc1cc(-n2nc(C)n(C(F)F)c2=O)c(Cl)cc1C, [K+], [OH-], O. Product: Cc1cc(Cl)c(-n2nc(C)n(C(F)F)c2=O)cc1OC(C)C(=O)O. RXN SMILES: [CH3:28][CH2:29][OH:30].[Cl:1][c:2]1[cH:3][c:4]([CH3:25])[c:5]([O:6][CH:7]([C:8](=[O:9])[O:10][CH3:11])[CH3:12])[cH:13][c:14]1-[n:15]1[n:16][c:17]([CH3:24])[n:18]([CH:21]([F:22])[F:23])[c:19]1=[O:20].[K+:27].[OH-:26].[OH2:31]>>[Cl:1][c:2]1[cH:3][c:4]([CH3:25])[c:5]([O:6][CH:7]([C:8](=[O:9])[OH:10])[CH3:12])[cH:13][c:14]1-[n:15]1[n:16][c:17]([CH3:24])[n:18]([CH:21]([F:22])[F:23])[c:19]1=[O:20].